This data is from the Open Reaction Database (ORD), a public repository of structured organic reaction records. The task is: describe an organic reaction: reactants, conditions, products, and yield Starting materials: CS(C)=O, CO, Ic1cc2cn[nH]c2cn1, Cl[Pd]Cl, c1ccc(P(c2ccccc2)c2ccccc2)cc1, c1ccc(P(c2ccccc2)c2ccccc2)cc1. Yields the product O=C(O)c1cc2cn[nH]c2cn1. Reaction SMILES: [CH3:11][S:12](=[O:13])[CH3:14].[CH3:15][OH:16].[I:1][c:2]1[cH:3][c:4]2[c:5]([cH:6][n:7]1)[nH:8][n:9][cH:10]2.[Pd:17]([Cl:18])[Cl:19].[c:20]1([P:21]([c:22]2[cH:23][cH:24][cH:25][cH:26][cH:27]2)[c:28]2[cH:29][cH:30][cH:31][cH:32][cH:33]2)[cH:34][cH:35][cH:36][cH:37][cH:38]1.[c:39]1([P:40]([c:41]2[cH:42][cH:43][cH:44][cH:45][cH:46]2)[c:47]2[cH:48][cH:49][cH:50][cH:51][cH:52]2)[cH:53][cH:54][cH:55][cH:56][cH:57]1>>[c:2]1([C:15]([OH:13])=[O:16])[cH:3][c:4]2[c:5]([cH:6][n:7]1)[nH:8][n:9][cH:10]2.